From a dataset of the Open Reaction Database (ORD), a public repository of structured organic reaction records. describe an organic reaction: reactants, conditions, products, and yield Reactants: CO, O=C(O)C=Cc1ccc(F)c(F)c1, O=S(=O)(O)O. Product: COC(=O)C=Cc1ccc(F)c(F)c1. Reaction SMILES: [CH3:19][OH:20].[F:1][c:2]1[cH:3][c:4]([CH:5]=[CH:6][C:7](=[O:8])[OH:9])[cH:10][cH:11][c:12]1[F:13].[S:14](=[O:15])(=[O:16])([OH:17])[OH:18]>>[F:1][c:2]1[cH:3][c:4]([CH:5]=[CH:6][C:7]([O:8][CH3:19])=[O:9])[cH:10][cH:11][c:12]1[F:13]. The reactants are O (water), C(CCC)[Li] (n-butyllithium), IC1=CC=C(C=C1)I (1,4-diiodobenzene), O1CCC(CC1)=O (Tetrahydro-4H-pyran-4-one). Solvent: C1CCOC1 (THF). Run at temperature -78 celsius, time 30 minute. Yields the product IC1=CC=C(C=C1)C1(CCOCC1)O (tetrahydro-4-(4-iodophenyl)-2H-pyran-4-ol). Reaction SMILES: C([Li])CCC.I[C:7]1[CH:12]=[CH:11][C:10]([I:13])=[CH:9][CH:8]=1.[O:14]1[CH2:19][CH2:18][C:17](=[O:20])[CH2:16][CH2:15]1.O>C1COCC1>[I:13][C:10]1[CH:11]=[CH:12][C:7]([C:17]2([OH:20])[CH2:18][CH2:19][O:14][CH2:15][CH2:16]2)=[CH:8][CH:9]=1. Reported procedure: Under an argon atmosphere, a solution of n-butyllithium (2.59M, in hexane) (8.76 ml) was added dropwise to a solution of 1,4-diiodobenzene (7.49 g) in anhydrous THF (50 ml) at −78° C., and the resulting mixture was stirred at −78° C. for 30 minutes. Tetrahydro-4H-pyran-4-one (2.09 ml) was added dropwise thereto and the resulting mixture was stirred at −78° C. for 1.5 hours. After stirring the mixture for another 3 hours at room temperature, water was added, and the resulting mixture was extracte... Reactants: O=C1CCC1, CCn1cc(C(O)C2CCNCC2)nc1-c1cccc2ccccc12, CC(=O)O, ClCCl. Product: CCn1cc(C(O)C2CCN(C3CCC3)CC2)nc1-c1cccc2ccccc12. As a reaction SMILES: [C:26]1(=[O:30])[CH2:27][CH2:28][CH2:29]1.[CH2:1]([CH3:2])[n:3]1[c:4](-[c:16]2[cH:17][cH:18][cH:19][c:20]3[cH:21][cH:22][cH:23][cH:24][c:25]23)[n:5][c:6]([CH:8]([OH:9])[CH:10]2[CH2:11][CH2:12][NH:13][CH2:14][CH2:15]2)[cH:7]1.[CH3:31][C:32](=[O:33])[OH:34].[Cl:35][CH2:36][Cl:37]>>[CH2:1]([CH3:2])[n:3]1[c:4](-[c:16]2[cH:17][cH:18][cH:19][c:20]3[cH:21][cH:22][cH:23][cH:24][c:25]23)[n:5][c:6]([CH:8]([OH:9])[CH:10]2[CH2:11][CH2:12][N:13]([CH:26]3[CH2:27][CH2:28][CH2:29]3)[CH2:14][CH2:15]2)[cH:7]1. Starting materials: N1=CC=C(C=C1)C(C)NC(=O)C1=CN(C2=NC=C(N=C21)C2=NNC1=CC(=CC=C21)F)COCC[Si](C)(C)C (2-(6-Fluoro-1H-indazol-3-yl)-5-(2-trimethylsilanyl-ethoxymethyl)-5H-pyrrolo[2,3-b]pyrazine-7-carboxylic acid (1-pyridin-4-yl-ethyl)-amide), [H-].[Na+] (Sodium hydride), Cl.BrCCN1CCOCC1 (4-(2-Bromoethyl)morpholine hydrochloride). Run in CN(C)C=O (DMF). Run at temperature 0 celsius, time 10 minute. Product: N1=CC=C(C=C1)C(C)NC(=O)C1=CN(C2=NC=C(N=C21)C2=NN(C1=CC(=CC=C21)F)CCN2CCOCC2)COCC[Si](C)(C)C (2-[6-fluoro-1-(2-morpholin-4-yl-ethyl)-1H-indazol-3-yl]-5-(2-trimethylsilanyl-ethoxymethyl)-5H-pyrrolo[2,3-b]pyrazine-7-carboxylic acid (1-pyridin-4-yl-ethyl)-amide). The yield is 57.1%. As a reaction SMILES: [N:1]1[CH:6]=[CH:5][C:4]([CH:7]([NH:9][C:10]([C:12]2[C:20]3[C:15](=[N:16][CH:17]=[C:18]([C:21]4[C:29]5[C:24](=[CH:25][C:26]([F:30])=[CH:27][CH:28]=5)[NH:23][N:22]=4)[N:19]=3)[N:14]([CH2:31][O:32][CH2:33][CH2:34][Si:35]([CH3:38])([CH3:37])[CH3:36])[CH:13]=2)=[O:11])[CH3:8])=[CH:3][CH:2]=1.[H-].[Na+].Cl.Br[CH2:43][CH2:44][N:45]1[CH2:50][CH2:49][O:48][CH2:47][CH2:46]1>CN(C=O)C>[N:1]1[CH:2]=[CH:3][C:4]([CH:7]([NH:9][C:10]([C:12]2[C:20]3[C:15](=[N:16][CH:17]=[C:18]([C:21]4[C:29]5[C:24](=[CH:25][C:26]([F:30])=[CH:27][CH:28]=5)[N:23]([CH2:43][CH2:44][N:45]5[CH2:50][CH2:49][O:48][CH2:47][CH2:46]5)[N:22]=4)[N:19]=3)[N:14]([CH2:31][O:32][CH2:33][CH2:34][Si:35]([CH3:37])([CH3:36])[CH3:38])[CH:13]=2)=[O:11])[CH3:8])=[CH:5][CH:6]=1 |f:1.2,3.4|. Procedure details: 2-(6-Fluoro-1H-indazol-3-yl)-5-(2-trimethylsilanyl-ethoxymethyl)-5H-pyrrolo[2,3-b]pyrazine-7-carboxylic acid (1-pyridin-4-yl-ethyl)-amide (100 mg, 0.19 mmol) was combined with DMF (2 mL) at 0° C. to give a yellow solution. Sodium hydride (60% in mineral oil, 23 mg, 0.56 mmol) was added and the reaction was stirred at 0° C. for 10 min. 4-(2-Bromoethyl)morpholine hydrochloride (55 mg, 0.28 mmol) was added and the reaction was stirred at 0° C. for 30 min then warmed to room temperature. The reactio... The reactants are [OH-].[Na+] (sodium hydroxide), ClC=1C(C(=C(C(C1Cl)=O)C#N)C#N)=O (2,3-Dichloro-5,6-dicyano-1,4-benzoquinone), N12CC(C(CC1)CC2)NC(CC=2N(C1=CC=CC=C1C2)C)=O (N-(1-azabicyclo[2.2.2]oct-3-yl)-1-methyl-1H-indole 2-acetamide), B (borane), Cl (hydrochloric acid). Solvent: CO (Methanol), C(C)(=O)OCC (ethyl acetate), C1CCOC1 (THF), C1CCOC1 (THF). Reaction conditions: time 30 minute. The product is N12CC(C(CC1)CC2)NCCC=2N(C1=CC=CC=C1C2)C (N-(1-Azabicyclo[2.2.2]oct-3-yl)-1-methyl-1H-indole-2-ethanamine). The yield is 26.5%. As a reaction SMILES: [N:1]12[CH2:8][CH2:7][CH:4]([CH2:5][CH2:6]1)[CH:3]([NH:9][C:10](=O)[CH2:11][C:12]1[N:13]([CH3:21])[C:14]3[C:19]([CH:20]=1)=[CH:18][CH:17]=[CH:16][CH:15]=3)[CH2:2]2.B.Cl.[OH-].[Na+].ClC1C(=O)C(C#N)=C(C#N)C(=O)C=1Cl>C1COCC1.C(OCC)(=O)C.CO>[N:1]12[CH2:6][CH2:5][CH:4]([CH2:7][CH2:8]1)[CH:3]([NH:9][CH2:10][CH2:11][C:12]1[N:13]([CH3:21])[C:14]3[C:19]([CH:20]=1)=[CH:18][CH:17]=[CH:16][CH:15]=3)[CH2:2]2 |f:3.4|. Procedure: To a solution of N-(1-azabicyclo[2.2.2]oct-3-yl)-1-methyl-1H-indole 2-acetamide (1.4 g) in dry THF (30 ml) under nitrogen was added borane (1M solution in THF; 30 ml), and the mixture was heated under reflux for 3 h and then cooled in ice. Methanol (10 ml) was added dropwise followed by 5M hydrochloric acid (50 ml), and the mixture was then heated at reflux for 4 h. The cooled solution was poured into 2M sodium hydroxide solution (200 ml), and the mixture was extracted with ethyl acetate (2x200 ... Starting materials: CCOC1OC(=O)CC1NC(=O)CN1CC=CCC(NC(=O)c2nccc3ccccc23)C1=O, CC#N, O, O=C(O)C(F)(F)F. Yields the product O=C(CN1CC=CCC(NC(=O)c2nccc3ccccc23)C1=O)NC1CC(=O)OC1O. RXN SMILES: [CH2:1]([CH3:2])[O:3][CH:4]1[O:5][C:6](=[O:34])[CH2:7][CH:8]1[NH:9][C:10](=[O:11])[CH2:12][N:13]1[C:14](=[O:33])[CH:15]([NH:20][C:21](=[O:22])[c:23]2[n:24][cH:25][cH:26][c:27]3[cH:28][cH:29][cH:30][cH:31][c:32]23)[CH2:16][CH:17]=[CH:18][CH2:19]1.[CH3:42][C:43]#[N:44].[OH2:45].[OH:35][C:36]([C:37]([F:38])([F:39])[F:40])=[O:41]>>[OH:3][CH:4]1[O:5][C:6](=[O:34])[CH2:7][CH:8]1[NH:9][C:10](=[O:11])[CH2:12][N:13]1[C:14](=[O:33])[CH:15]([NH:20][C:21](=[O:22])[c:23]2[n:24][cH:25][cH:26][c:27]3[cH:28][cH:29][cH:30][cH:31][c:32]23)[CH2:16][CH:17]=[CH:18][CH2:19]1.